From a dataset of the Open Reaction Database (ORD), a public repository of structured organic reaction records. describe an organic reaction: reactants, conditions, products, and yield Reactants: ClC1=CC=C(C=C1)S(=O)(=O)N(C)[C@@H]1CC[C@H](CC1)C1=C(C=C(C=C1)CC(C)O)CNC (trans-N-(4-chlorobenzene-sulphonyl)-N-methyl-4-[4-(2-hydroxypropyl)-methylaminomethylphenyl]cyclohexylamine), CS(=O)C (dimethylsulphoxide), C1(CCCCC1)N=C=NC1CCCCC1 (dicyclohexylcarbodiimide), FC(C(=O)O)(F)F (trifluoroaceticacid). Solvent: C1=CC=CC=C1 (benzene). Product: ClC1=CC=C(C=C1)S(=O)(=O)N(C)[C@@H]1CC[C@H](CC1)C1=C(C=C(C=C1)CC(C)=O)CNC (trans-(4-Chlorobenzenesulphonyl)-N-methyl-4-[4-(2-oxopropyl)methylaminomethylphenyl]cyclohexylamine). RXN SMILES: [Cl:1][C:2]1[CH:7]=[CH:6][C:5]([S:8]([N:11]([C@H:13]2[CH2:18][CH2:17][C@H:16]([C:19]3[CH:24]=[CH:23][C:22]([CH2:25][CH:26]([OH:28])[CH3:27])=[CH:21][C:20]=3[CH2:29][NH:30][CH3:31])[CH2:15][CH2:14]2)[CH3:12])(=[O:10])=[O:9])=[CH:4][CH:3]=1.C1(N=C=NC2CCCCC2)CCCCC1.FC(F)(F)C(O)=O.CS(C)=O>C1C=CC=CC=1>[Cl:1][C:2]1[CH:7]=[CH:6][C:5]([S:8]([N:11]([C@H:13]2[CH2:18][CH2:17][C@H:16]([C:19]3[CH:24]=[CH:23][C:22]([CH2:25][C:26](=[O:28])[CH3:27])=[CH:21][C:20]=3[CH2:29][NH:30][CH3:31])[CH2:15][CH2:14]2)[CH3:12])(=[O:9])=[O:10])=[CH:4][CH:3]=1. Reported procedure: 285 mg (0,613 mMol) of trans-N-(4-chlorobenzene-sulphonyl)-N-methyl-4-[4-(2-hydroxypropyl)-methylaminomethylphenyl]cyclohexylamine are oxidised using the Pfitzner-Moffatt method (380 mg (1.94 mMol) of dicyclohexylcarbodiimide, 35 mg (0.3 mMol) of trifluoroaceticacid, 0.9 ml (12.8 mMol) of dimethylsulphoxide and 2 ml of benzene). 160 mg (56% of theory) of the title compound are obtained in the form of colourless crystals, melting point 98°-100° C. 1H-NMR spectrum (200 MHz, CDCl3); signals at ppm:... Reactants: Intermediate 216, FC(C(=O)O)(F)F.C(CCC)OC=1NC(=C2N=C(N=C2N1)OC)N (2-(butyloxy)-8-(methyloxy)-1H-purin-6-amine trifluoroacetate), BrCCCC1OCCCC1 (2-(3-bromopropyl)tetrahydro-2H-pyran). Product: C(CCC)OC1=NC(=C2N=C(N(C2=N1)CCCC1OCCCC1)OC)N (2-(Butyloxy)-8-(methyloxy)-9-[3-(tetrahydro-2H-Pyran-2-yl)propyl]-9H-purin-6-amine). RXN SMILES: FC(F)(F)C(O)=O.[CH2:8]([O:12][C:13]1[NH:14][C:15]([NH2:24])=[C:16]2[C:20]([N:21]=1)=[N:19][C:18]([O:22][CH3:23])=[N:17]2)[CH2:9][CH2:10][CH3:11].Br[CH2:26][CH2:27][CH2:28][CH:29]1[CH2:34][CH2:33][CH2:32][CH2:31][O:30]1>>[CH2:8]([O:12][C:13]1[N:21]=[C:20]2[C:16]([N:17]=[C:18]([O:22][CH3:23])[N:19]2[CH2:26][CH2:27][CH2:28][CH:29]2[CH2:34][CH2:33][CH2:32][CH2:31][O:30]2)=[C:15]([NH2:24])[N:14]=1)[CH2:9][CH2:10][CH3:11] |f:0.1|. Procedure: Prepared similarly to Intermediate 216 from 2-(butyloxy)-8-(methyloxy)-1H-purin-6-amine trifluoroacetate and 2-(3-bromopropyl)tetrahydro-2H-pyran. Starting materials: CCc1cc(C#Cc2ccc(C(C)C(=O)[O-])cc2)ccc1C1(OCc2ccccc2)CC1, CCO, [Na+], C1CCOC1, [OH-]. The product is CCc1cc(C#Cc2ccc(CC(=O)O)cc2)ccc1C1(OCc2ccccc2)CC1. As a reaction SMILES: [CH3:1][CH:2]([C:3](=[O:4])[O-:5])[c:6]1[cH:7][cH:8][c:9]([C:12]#[C:13][c:14]2[cH:15][c:16]([CH2:31][CH3:32])[c:17]([C:20]3([O:23][CH2:24][c:25]4[cH:26][cH:27][cH:28][cH:29][cH:30]4)[CH2:21][CH2:22]3)[cH:18][cH:19]2)[cH:10][cH:11]1.[CH3:35][CH2:36][OH:37].[Na+:34].[O:38]1[CH2:39][CH2:40][CH2:41][CH2:42]1.[OH-:33]>>[CH2:2]([C:3](=[O:4])[OH:5])[c:6]1[cH:7][cH:8][c:9]([C:12]#[C:13][c:14]2[cH:15][c:16]([CH2:31][CH3:32])[c:17]([C:20]3([O:23][CH2:24][c:25]4[cH:26][cH:27][cH:28][cH:29][cH:30]4)[CH2:21][CH2:22]3)[cH:18][cH:19]2)[cH:10][cH:11]1. Reactants: N1=CNC2=C1CCC(C2)C(=O)O (4,5,6,7-tetrahydrobenzimidazole-5-carboxylic acid), ClC1=CC=C(OCCCN)C=C1 (3-(4-chlorophenoxy)propylamine). Yields the product Cl.ClC1=CC=C(OCCCNC(=O)C2CC3=C(NC=N3)CC2)C=C1 (4,5,6,7-Tetrahydro-1H-benzimidazole-5-carboxylic acid [3-(4-chlorophenoxy)propyl]amide, hydrochloride). Reaction SMILES: [N:1]1[C:5]2[CH2:6][CH2:7][CH:8]([C:10]([OH:12])=O)[CH2:9][C:4]=2[NH:3][CH:2]=1.[Cl:13][C:14]1[CH:24]=[CH:23][C:17]([O:18][CH2:19][CH2:20][CH2:21][NH2:22])=[CH:16][CH:15]=1>>[ClH:13].[Cl:13][C:14]1[CH:24]=[CH:23][C:17]([O:18][CH2:19][CH2:20][CH2:21][NH:22][C:10]([CH:8]2[CH2:7][CH2:6][C:5]3[NH:1][CH:2]=[N:3][C:4]=3[CH2:9]2)=[O:12])=[CH:16][CH:15]=1 |f:2.3|. Procedure details: By a similar procedure as described in Example 65, the title compound was prepared from 4,5,6,7-tetrahydrobenzimidazole-5-carboxylic acid and 3-(4-chlorophenoxy)propylamine. Reactants: BrBr (bromine), BrBr (Bromine), FC(CNC1=C(C=CC=C1)[N+](=O)[O-])(F)F (N-(2,2,2-trifluoroethyl)-2-nitroaniline). Run in C(C)(=O)O (acetic acid), C(C)(=O)O (acetic acid). Conditions: time 30 minute. Yields the product FC(CNC1=C(C=C(C=C1)Br)[N+](=O)[O-])(F)F (N-(2,2,2-trifluoroethyl)-4-bromo-2-nitro aniline). The yield is 88.0%. As a reaction SMILES: [Br:1]Br.[F:3][C:4]([F:17])([F:16])[CH2:5][NH:6][C:7]1[CH:12]=[CH:11][CH:10]=[CH:9][C:8]=1[N+:13]([O-:15])=[O:14]>C(O)(=O)C>[F:3][C:4]([F:16])([F:17])[CH2:5][NH:6][C:7]1[CH:12]=[CH:11][C:10]([Br:1])=[CH:9][C:8]=1[N+:13]([O-:15])=[O:14]. Procedure: Bromine (2.33 ml, 2 eq.) in acetic acid (15 ml) was added dropwise to a stirred solution of N-(2,2,2-trifluoro- ethyl)-2-nitroaniline (4) (5.0g, 23 mmol) in acetic acid (50 ml), in an ice bath. After the bromine addition was completed, the i-ce bath was removed and the -reaction mixture was stirred at room temperature for 30 minutes and poured onto crushed ice. The resultant yellow-orange precipitate was collected by filtration, washed with H2O three times and air dried to give 6.0 g (88% yield)...